Task: describe an organic reaction: reactants, conditions, products, and yield. Dataset: the Open Reaction Database (ORD), a public repository of structured organic reaction records Starting materials: CCc1cn(C2CC(O)C(CNC(=O)Cc3ccccc3[N+](=O)[O-])O2)c(=O)[nH]c1=O, CCO, [H][H]. The product is CCc1cn(C2CC(O)C(CNC(=O)Cc3ccccc3N)O2)c(=O)[nH]c1=O. Reaction SMILES: [CH2:1]([CH3:2])[c:3]1[c:4](=[O:30])[nH:5][c:6](=[O:29])[n:7]([CH:8]2[CH2:9][CH:10]([OH:11])[CH:12]([CH2:13][NH:14][C:15]([CH2:16][c:17]3[c:18]([N+:23]([O-:24])=[O:25])[cH:19][cH:20][cH:21][cH:22]3)=[O:26])[O:27]2)[cH:28]1.[CH3:33][CH2:34][OH:35].[H:31][H:32]>>[CH2:1]([CH3:2])[c:3]1[c:4](=[O:30])[nH:5][c:6](=[O:29])[n:7]([CH:8]2[CH2:9][CH:10]([OH:11])[CH:12]([CH2:13][NH:14][C:15]([CH2:16][c:17]3[c:18]([NH2:23])[cH:19][cH:20][cH:21][cH:22]3)=[O:26])[O:27]2)[cH:28]1. Product: O=C1NCc2c(-c3ccccc3Cl)cc(C3CCC4(CC3)OCCO4)cc2N1c1c(Cl)cccc1Cl. Starting materials: CCOC(C)=O, O=C1NCc2c(-c3ccccc3Cl)cc(C3=CCC4(CC3)OCCO4)cc2N1c1c(Cl)cccc1Cl, O=[Pt]. Reaction SMILES: [CH3:37][CH2:38][O:39][C:40](=[O:41])[CH3:42].[Cl:1][c:2]1[c:3]([N:9]2[C:10](=[O:36])[NH:11][CH2:12][c:13]3[c:14](-[c:29]4[c:30]([Cl:35])[cH:31][cH:32][cH:33][cH:34]4)[cH:15][c:16]([C:19]4=[CH:20][CH2:21][C:22]5([O:23][CH2:24][CH2:25][O:26]5)[CH2:27][CH2:28]4)[cH:17][c:18]32)[c:4]([Cl:8])[cH:5][cH:6][cH:7]1.[Pt:43]=[O:44]>>[Cl:1][c:2]1[c:3]([N:9]2[C:10](=[O:36])[NH:11][CH2:12][c:13]3[c:14](-[c:29]4[c:30]([Cl:35])[cH:31][cH:32][cH:33][cH:34]4)[cH:15][c:16]([CH:19]4[CH2:20][CH2:21][C:22]5([O:23][CH2:24][CH2:25][O:26]5)[CH2:27][CH2:28]4)[cH:17][c:18]32)[c:4]([Cl:8])[cH:5][cH:6][cH:7]1. The reactants are O=C([O-])O, CCN=C=NCCCN(C)C, CN(C)C=O, Cl, O=C(Nc1ccc(Cl)cn1)c1oc2ccccc2c1NC(=O)C1CCNCC1, [Na+], O, O=C(O)c1cccnc1, On1nnc2ccccc21. The product is O=C(Nc1ccc(Cl)cn1)c1oc2ccccc2c1NC(=O)C1CCN(C(=O)c2cccnc2)CC1. Reaction SMILES: [C:60](=[O:61])([O-:62])[OH:63].[CH2:49]([N:50]=[C:51]=[N:52][CH2:53][CH2:54][CH2:55][N:56]([CH3:57])[CH3:58])[CH3:59].[CH3:65][N:66]([CH3:67])[CH:68]=[O:69].[ClH:48].[NH:1]1[CH2:2][CH2:3][CH:4]([C:7](=[O:8])[NH:9][c:10]2[c:11]([C:19](=[O:20])[NH:21][c:22]3[n:23][cH:24][c:25]([Cl:28])[cH:26][cH:27]3)[o:12][c:13]3[c:14]2[cH:15][cH:16][cH:17][cH:18]3)[CH2:5][CH2:6]1.[Na+:64].[OH2:70].[OH:29][C:30](=[O:31])[c:32]1[cH:33][cH:34][cH:35][n:36][cH:37]1.[OH:38][n:39]1[c:40]2[cH:41][cH:42][cH:43][cH:44][c:45]2[n:46][n:47]1>>[N:1]1([C:30](=[O:29])[c:32]2[cH:33][cH:34][cH:35][n:36][cH:37]2)[CH2:2][CH2:3][CH:4]([C:7](=[O:8])[NH:9][c:10]2[c:11]([C:19](=[O:20])[NH:21][c:22]3[n:23][cH:24][c:25]([Cl:28])[cH:26][cH:27]3)[o:12][c:13]3[c:14]2[cH:15][cH:16][cH:17][cH:18]3)[CH2:5][CH2:6]1. Starting materials: Cl, O=C(O)C=Cc1ccc(C(F)(F)F)nc1-c1cccc(F)c1, CS(=O)(=O)Nc1c(F)cc(CN)cc1C#N. The product is CS(=O)(=O)Nc1c(F)cc(CNC(=O)C=Cc2ccc(C(F)(F)F)nc2-c2cccc(F)c2)cc1C#N. RXN SMILES: [ClH:17].[F:18][c:19]1[cH:20][c:21](-[c:25]2[n:26][c:27]([C:36]([F:37])([F:38])[F:39])[cH:28][cH:29][c:30]2[CH:31]=[CH:32][C:33](=[O:34])[OH:35])[cH:22][cH:23][cH:24]1.[NH2:1][CH2:2][c:3]1[cH:4][c:5]([C:15]#[N:16])[c:6]([NH:10][S:11](=[O:12])(=[O:13])[CH3:14])[c:7]([F:9])[cH:8]1>>[NH:1]([CH2:2][c:3]1[cH:4][c:5]([C:15]#[N:16])[c:6]([NH:10][S:11](=[O:12])(=[O:13])[CH3:14])[c:7]([F:9])[cH:8]1)[C:33]([CH:32]=[CH:31][c:30]1[c:25](-[c:21]2[cH:20][c:19]([F:18])[cH:24][cH:23][cH:22]2)[n:26][c:27]([C:36]([F:37])([F:38])[F:39])[cH:28][cH:29]1)=[O:34]. Starting materials: C(C)(C)(C)[Si](C)(C)O[C@H]1CCC2=C(C=CC(=C12)F)B1OC(C(O1)(C)C)(C)C ((S)-tert-butyl(7-fluoro-4-(4,4,5,5-tetramethyl-1,3,2-dioxaborolan-2-yl)-2,3-dihydro-1H-inden-1-yloxy)dimethylsilane), BrC=1C(=NC=CC1)F (3-bromo-2-fluoropyridine), BrC1=C2CC[C@H](C2=C(C=C1)F)OC1=CC2=C([C@@H](CO2)CC(=O)OC)C=C1 (Methyl 2-((S)-6-((R)-4-bromo-7-fluoro-2,3-dihydro-1H-inden-1-yloxy)-2,3-dihydrobenzofuran-3-yl)acetate). The product is [Si](C)(C)(C(C)(C)C)O[C@H]1CCC2=C(C=CC(=C12)F)C=1C(=NC=CC1)F (3-((1S)-1-(tert-Butyldimethylsilyloxy)-7-fluoro-2,3-dihydro-1H-inden-4-yl)-2-fluoropyridine). As a reaction SMILES: [C:1]([Si:5]([O:8][C@@H:9]1[C:17]2[C:12](=[C:13](B3OC(C)(C)C(C)(C)O3)[CH:14]=[CH:15][C:16]=2[F:18])[CH2:11][CH2:10]1)([CH3:7])[CH3:6])([CH3:4])([CH3:3])[CH3:2].Br[C:29]1[C:30]([F:35])=[N:31][CH:32]=[CH:33][CH:34]=1.BrC1C=CC(F)=C2C=1CC[C@H]2OC1C=CC2[C@H](CC(OC)=O)COC=2C=1>>[Si:5]([O:8][C@@H:9]1[C:17]2[C:12](=[C:13]([C:29]3[C:30]([F:35])=[N:31][CH:32]=[CH:33][CH:34]=3)[CH:14]=[CH:15][C:16]=2[F:18])[CH2:11][CH2:10]1)([C:1]([CH3:3])([CH3:4])[CH3:2])([CH3:6])[CH3:7]. Procedure: The title compound is prepared from (S)-tert-butyl(7-fluoro-4-(4,4,5,5-tetramethyl-1,3,2-dioxaborolan-2-yl)-2,3-dihydro-1H-inden-1-yloxy)dimethylsilane and 3-bromo-2-fluoropyridine following a procedure analogous to that described in Step 5 of Intermediate 1. LC (method 7): tR=1.31 min.; Mass spectrum (ESI+): m/z=362 [M+H]+.